describe an organic reaction: reactants, conditions, products, and yield From a dataset of the Open Reaction Database (ORD), a public repository of structured organic reaction records. Starting materials: FC(CN)(F)F (2,2,2-trifluoroethanamine), [Cl-].[NH4+] (ammonium chloride), ClC=1C(=NC=C(C1)C=C)C1(CC1)C#N (1-(3-chloro-5-vinyl-2-pyridyl)cyclopropanecarbonitrile), N(=O)[O-].[Na+] (sodium nitrite). Reagents/catalysts: [Fe](Cl)(Cl)Cl.C1(=CC=CC=C1)C=1C2=CC=C(N2)C(=C2C=CC(C(=C3C=CC(=C(C=4C=CC1N4)C4=CC=CC=C4)N3)C3=CC=CC=C3)=N2)C2=CC=CC=C2 (5,10,15,20-tetraphenyl-21H,23H-porphine iron(III) chloride). Solvent: O (water), C1(=CC=CC=C1)C (toluene). Reaction conditions: time 3 hour. Product: ClC=1C(=NC=C(C1)C1C(C1)C(F)(F)F)C1(CC1)C#N (1-[3-chloro-5-[2-(trifluoromethyl)cyclopropyl]-2-pyridyl]cyclopropanecarbonitrile). Isolated yield 61.2%. As a reaction SMILES: [Cl:1][C:2]1[C:3]([C:10]2([C:13]#[N:14])[CH2:12][CH2:11]2)=[N:4][CH:5]=[C:6]([CH:8]=[CH2:9])[CH:7]=1.[F:15][C:16]([F:20])([F:19])[CH2:17]N.N([O-])=O.[Na+].[Cl-].[NH4+]>C1(C)C=CC=CC=1.[Fe](Cl)(Cl)Cl.C1(C2C3NC(C(C4C=CC=CC=4)=C4N=C(C(C5C=CC=CC=5)=C5NC(=C(C6C=CC=CC=6)C6C=CC=2N=6)C=C5)C=C4)=CC=3)C=CC=CC=1.O>[Cl:1][C:2]1[C:3]([C:10]2([C:13]#[N:14])[CH2:11][CH2:12]2)=[N:4][CH:5]=[C:6]([CH:8]2[CH2:9][CH:17]2[C:16]([F:20])([F:19])[F:15])[CH:7]=1 |f:2.3,4.5,7.8|. Procedure: 1.4 g 1-(3-chloro-5-vinyl-2-pyridyl)cyclopropanecarbonitrile (step 1) was dissolved in 2.0 ml toluene and 14 mg 5,10,15,20-tetraphenyl-21H,23H-porphine iron(III) chloride was added. Then 30 ml water was added, followed by 1.4 g 2,2,2-trifluoroethanamine and 1.1 g sodium nitrite. The reaction mixture was stirred for 3 hours at ambient temperature. Then saturated ammonium chloride solution was added and the mixture was extracted with dichloromethane. The organic phase was washed with water, dried ... As a reaction SMILES: [Cl:32][CH2:33][Cl:34].[Na+:24].[Na+:25].[Na+:26].[O-:20][C:21]([OH:22])=[O:23].[O-:27][S:28]([O-:29])(=[S:30])=[O:31].[OH:1][CH2:2][C:3]([CH:4]([CH3:5])[CH3:6])([CH3:7])[NH:8][C:9]([c:10]1[c:11]([CH3:18])[c:12]([O:16][CH3:17])[cH:13][cH:14][cH:15]1)=[O:19]>>[O:1]=[CH:2][C:3]([CH:4]([CH3:5])[CH3:6])([CH3:7])[NH:8][C:9]([c:10]1[c:11]([CH3:18])[c:12]([O:16][CH3:17])[cH:13][cH:14][cH:15]1)=[O:19]. Yields the product COc1cccc(C(=O)NC(C)(C=O)C(C)C)c1C. The reactants are ClCCl, [Na+], [Na+], [Na+], O=C([O-])O, O=S([O-])([O-])=S, COc1cccc(C(=O)NC(C)(CO)C(C)C)c1C. Procedure: Prepare by the method of Example 88.6 using 2-[1-(3,4,5-trimethoxy-benzoyl)-3-(3,4-dichloro-phenyl)-pyrrolidin-3-yl]-ethyl-methanesulfonate and 4-phenyl-piperidine-4-carboxylic acid morpholine-amide hydrochloride to give, after chromatography on silica gel eluting sequentially with ethyl acetate and then 10% methanol/ethyl acetate, the title compound. HRMS calculated for C38H47N3O6 : 642.354312. Found: 642.356150. Reaction SMILES: [CH3:1][O:2][C:3]1[CH:4]=[C:5]([CH:28]=[C:29]([O:33][CH3:34])[C:30]=1[O:31][CH3:32])[C:6]([N:8]1[CH2:12][CH2:11][C:10]([CH2:21][CH2:22]CS([O-])(=O)=O)([C:13]2[CH:18]=[CH:17][C:16](Cl)=[C:15](Cl)[CH:14]=2)[CH2:9]1)=[O:7].Cl.[N:36]1([C:42]([NH2:44])=[O:43])[CH2:41][CH2:40][O:39][CH2:38][CH2:37]1.[C:45]1([C:51]2([C:57]([OH:59])=[O:58])[CH2:56][CH2:55][NH:54][CH2:53][CH2:52]2)[CH:50]=[CH:49][CH:48]=[CH:47][CH:46]=1.C(OCC)(=O)C>CO.C(OCC)(=O)C>[N:36]1([C:42]([NH2:44])=[O:43])[CH2:41][CH2:40][O:39][CH2:38][CH2:37]1.[C:13]1([C:10]2([CH2:21][CH2:22][N:54]3[CH2:53][CH2:52][C:51]([C:45]4[CH:46]=[CH:47][CH:48]=[CH:49][CH:50]=4)([C:57]([OH:59])=[O:58])[CH2:56][CH2:55]3)[CH2:11][CH2:12][N:8]([C:6](=[O:7])[C:5]3[CH:4]=[C:3]([O:2][CH3:1])[C:30]([O:31][CH3:32])=[C:29]([O:33][CH3:34])[CH:28]=3)[CH2:9]2)[CH:18]=[CH:17][CH:16]=[CH:15][CH:14]=1 |f:1.2.3,5.6,7.8|. Yields the product N1(CCOCC1)C(=O)N.C1(=CC=CC=C1)C1(CN(CC1)C(C1=CC(=C(C(=C1)OC)OC)OC)=O)CCN1CCC(CC1)(C(=O)O)C1=CC=CC=C1 (1-[2-[3-phenyl-1-(3,4,5-trimethoxy-benzoyl)-pyrrolidin-3-yl]-ethyl]-4-phenyl-piperidine-4-carboxylic acid morpholine-amide). The solvent is CO.C(C)(=O)OCC (methanol ethyl acetate). The reactants are COC=1C=C(C(=O)N2CC(CC2)(C2=CC(=C(C=C2)Cl)Cl)CCCS(=O)(=O)[O-])C=C(C1OC)OC (2-[1-(3,4,5-trimethoxy-benzoyl)-3-(3,4-dichloro-phenyl)-pyrrolidin-3-yl]-ethyl-methanesulfonate), Cl.N1(CCOCC1)C(=O)N.C1(=CC=CC=C1)C1(CCNCC1)C(=O)O (4-phenyl-piperidine-4-carboxylic acid morpholine-amide hydrochloride), C(C)(=O)OCC (ethyl acetate). Reactants: CC(C)(C)OC(=O)c1ccc(-c2noc(-c3cccc(C#N)c3)n2)nc1, Cc1ccccc1, O=CO. Product: N#Cc1cccc(-c2nc(-c3ccc(C(=O)O)cn3)no2)c1. As a reaction SMILES: [C:1]([CH3:2])([CH3:3])([CH3:4])[O:5][C:6](=[O:7])[c:8]1[cH:9][cH:10][c:11](-[c:14]2[n:15][o:16][c:17](-[c:19]3[cH:20][c:21]([C:25]#[N:26])[cH:22][cH:23][cH:24]3)[n:18]2)[n:12][cH:13]1.[CH3:27][c:28]1[cH:29][cH:30][cH:31][cH:32][cH:33]1.[CH:34]([OH:35])=[O:36]>>[O:5]=[C:6]([OH:7])[c:8]1[cH:9][cH:10][c:11](-[c:14]2[n:15][o:16][c:17](-[c:19]3[cH:20][c:21]([C:25]#[N:26])[cH:22][cH:23][cH:24]3)[n:18]2)[n:12][cH:13]1. Reported procedure: LiOH.H2O (56 mg, 1.3 mmol) was added to a solution of N-[4-(2-oxo-2H-pyridin-1-yl)-phenyl]-malonamic acid ethyl ester (200 mg, 0.6 mmol) in methanol (0.5 mL), THF (1 mL) and H2O (0.5 mL) and the resulting mixture was stirred for 1 hour at room temperature then concentrated. The residue was diluted with water and acidified with concentrated HCl. The resulting precipitate was isolated by filtration to afford 156 mg (86%) of N-[4-(2-oxo-2H-pyridin-1-yl)-phenyl]-malonamic acid. 1H NMR: (DMSO-d6): δ ... Run in CO (methanol), C1CCOC1 (THF), O (H2O). Conditions: time 1 hour. The product is O=C1N(C=CC=C1)C1=CC=C(C=C1)NC(CC(=O)O)=O (N-[4-(2-oxo-2H-pyridin-1-yl)-phenyl]-malonamic acid). The reactants are O[Li].O (LiOH.H2O), C(C)OC(CC(=O)NC1=CC=C(C=C1)N1C(C=CC=C1)=O)=O (N-[4-(2-oxo-2H-pyridin-1-yl)-phenyl]-malonamic acid ethyl ester). Isolated yield 95.5%. As a reaction SMILES: O[Li].O.C([O:6][C:7](=[O:25])[CH2:8][C:9]([NH:11][C:12]1[CH:17]=[CH:16][C:15]([N:18]2[CH:23]=[CH:22][CH:21]=[CH:20][C:19]2=[O:24])=[CH:14][CH:13]=1)=[O:10])C>CO.C1COCC1.O>[O:24]=[C:19]1[CH:20]=[CH:21][CH:22]=[CH:23][N:18]1[C:15]1[CH:14]=[CH:13][C:12]([NH:11][C:9](=[O:10])[CH2:8][C:7]([OH:25])=[O:6])=[CH:17][CH:16]=1 |f:0.1|. Reactants: S=C(CC(=O)OCC)CCC (ethyl 3-thioxo-hexanoate), C[O-].[K+] (potassium methylate), ClCC#N (chloroacetonitrile). Solvent: CO (methanol). Run at temperature 20 celsius, time 15 minute. Yields the product C(#N)C=1SC(=CC1O)CCC (2-cyano-3-hydroxy-5-n-propyl-thiophene). The yield is 4.6%. Reaction SMILES: [S:1]=[C:2]([CH2:9][CH2:10][CH3:11])[CH2:3][C:4]([O:6]CC)=O.C[O-].[K+].Cl[CH2:16][C:17]#[N:18]>CO>[C:17]([C:16]1[S:1][C:2]([CH2:9][CH2:10][CH3:11])=[CH:3][C:4]=1[OH:6])#[N:18] |f:1.2|. Procedure details: A mixture of 77 g of ethyl 3-thioxo-hexanoate, 300 ml of methanol and 28 g of potassium methylate was stirred at 20° C. for 15 minutes and after the addition of 30.2 g of chloroacetonitrile, thereto, the mixture was stirred for another 15 minutes at 20° C. The mixture was refluxed for 4 hours and the solvent was then evaporated. The residue was dissolved in ether and the ether phase was washed with methylene chloride, acidified with concentrated hydrochloric acid and extracted with ethyl acetate... The reactants are C(C)N(C(CCCC1=CC=C(C=C1)[N+](=O)[O-])C)CCCCCCC (N-ethyl-N-heptyl-α-methyl-4-nitrobenzenebutanamine), [H][H] (hydrogen). Reagents/catalysts: [Pd] (palladium-on-carbon). Run in C(C)O (ethanol). The product is C(C)N(C(CCCC1=CC=C(C=C1)N)C)CCCCCCC (N-ethyl-N-heptyl-α-methyl-4-aminobenzenebutanamine). Yield: 94.2%. As a reaction SMILES: [CH2:1]([N:3]([CH2:18][CH2:19][CH2:20][CH2:21][CH2:22][CH2:23][CH3:24])[CH:4]([CH3:17])[CH2:5][CH2:6][CH2:7][C:8]1[CH:13]=[CH:12][C:11]([N+:14]([O-])=O)=[CH:10][CH:9]=1)[CH3:2].[H][H]>C(O)C.[Pd]>[CH2:1]([N:3]([CH2:18][CH2:19][CH2:20][CH2:21][CH2:22][CH2:23][CH3:24])[CH:4]([CH3:17])[CH2:5][CH2:6][CH2:7][C:8]1[CH:9]=[CH:10][C:11]([NH2:14])=[CH:12][CH:13]=1)[CH3:2]. Reported procedure: A mixture of 7.389 g (0.022 mol) of N-ethyl-N-heptyl-α-methyl-4-nitrobenzenebutanamine in 92 ml of ethanol was hydrogenated at room temperature overnight in the presence 0.74 g of 5% palladium-on-carbon. A total of 87% of theoretical hydrogen uptake was observed. The reaction mixture was filtered through Celite and the filtrate was evaporated to dryness under reduced pressure to provide 6.312 g of N-ethyl-N-heptyl-α-methyl-4-aminobenzenebutanamine as an oil. The reactants are COc1ccc(Cl)cc1C1=CCN(Cc2ccccc2)CC1, Cc1ccccc1. The product is COc1ccc(Cl)cc1C1CCN(Cc2ccccc2)CC1. Reaction SMILES: [CH2:1]([c:2]1[cH:3][cH:4][cH:5][cH:6][cH:7]1)[N:8]1[CH2:9][CH2:10][C:11]([c:14]2[c:15]([O:21][CH3:22])[cH:16][cH:17][c:18]([Cl:20])[cH:19]2)=[CH:12][CH2:13]1.[CH3:23][c:24]1[cH:25][cH:26][cH:27][cH:28][cH:29]1>>[CH2:1]([c:2]1[cH:3][cH:4][cH:5][cH:6][cH:7]1)[N:8]1[CH2:9][CH2:10][CH:11]([c:14]2[c:15]([O:21][CH3:22])[cH:16][cH:17][c:18]([Cl:20])[cH:19]2)[CH2:12][CH2:13]1. Starting materials: BrC1=C(C(=O)O)C=C(C=C1)C (2-Bromo-5-methylbenzoic acid), CO (MeOH), OS(=O)(=O)O (H2SO4). Reaction conditions: temperature 100 celsius. The product is BrC1=C(C(=O)OC)C=C(C=C1)C (Methyl 2-bromo-5-methylbenzoate). Reaction SMILES: [Br:1][C:2]1[CH:10]=[CH:9][C:8]([CH3:11])=[CH:7][C:3]=1[C:4]([OH:6])=[O:5].OS(O)(=O)=O.[CH3:17]O>>[Br:1][C:2]1[CH:10]=[CH:9][C:8]([CH3:11])=[CH:7][C:3]=1[C:4]([O:6][CH3:17])=[O:5]. Procedure details: 2-Bromo-5-methylbenzoic acid (9.3 g, 43.4 mmol) was dissolved in MeOH (100 mL) and then cat. conc. H2SO4 was added. The mixture was refluxed at 100° C. overnight. The mixture was cooled to rt and the solvent was removed at reduced pressure. The crude residue was dissolved with EtOAc, and washed with water twice, followed by saturated NaHCO3 and brine, dried over anhydrous Na2SO4. The solvent was removed in vacuo to obtain the title compound with no further purification.